From a dataset of the Open Reaction Database (ORD), a public repository of structured organic reaction records. describe an organic reaction: reactants, conditions, products, and yield Reactants: N#CCC1CCCO1, CO, [Na+], [OH-], O. Yields the product O=C(O)CC1CCCO1. Reaction SMILES: [C:1](#[N:2])[CH2:3][CH:4]1[O:5][CH2:6][CH2:7][CH2:8]1.[CH3:11][OH:12].[Na+:10].[OH-:9].[OH2:13]>>[C:1]([CH2:3][CH:4]1[O:5][CH2:6][CH2:7][CH2:8]1)(=[O:9])[OH:12]. Starting materials: BrC1=C(C=CC=C1)CC#N (2-bromophenylacetonitrile), C1(=CC=CC=C1)C (toluene), CC1=C(C=CC=C1)B(O)O (2-methylphenylboronic acid), C([O-])([O-])=O.[K+].[K+] (potassium carbonate). Reagents/catalysts: C=1C=CC(=CC1)[P](C=2C=CC=CC2)(C=3C=CC=CC3)[Pd]([P](C=4C=CC=CC4)(C=5C=CC=CC5)C=6C=CC=CC6)([P](C=7C=CC=CC7)(C=8C=CC=CC8)C=9C=CC=CC9)[P](C=1C=CC=CC1)(C=1C=CC=CC1)C=1C=CC=CC1 (tetrakis(triphenylphosphine)palladium(0)). The solvent is C(C)O (ethanol), O (water), O (water). Run at temperature 90 celsius. Yields the product CC1=C(C=CC=C1)C1=C(C=CC=C1)CC#N ((2′-methyl-biphenyl-2-yl)-acetonitrile). Yield: 74.3%. RXN SMILES: Br[C:2]1[CH:7]=[CH:6][CH:5]=[CH:4][C:3]=1[CH2:8][C:9]#[N:10].[CH3:11][C:12]1[CH:17]=[CH:16][CH:15]=[CH:14][C:13]=1B(O)O.C(=O)([O-])[O-].[K+].[K+].C1(C)C=CC=CC=1>C1C=CC([P]([Pd]([P](C2C=CC=CC=2)(C2C=CC=CC=2)C2C=CC=CC=2)([P](C2C=CC=CC=2)(C2C=CC=CC=2)C2C=CC=CC=2)[P](C2C=CC=CC=2)(C2C=CC=CC=2)C2C=CC=CC=2)(C2C=CC=CC=2)C2C=CC=CC=2)=CC=1.O.C(O)C>[CH3:11][C:12]1[CH:17]=[CH:16][CH:15]=[CH:14][C:13]=1[C:2]1[CH:7]=[CH:6][CH:5]=[CH:4][C:3]=1[CH2:8][C:9]#[N:10] |f:2.3.4,^1:37,39,58,77|. Procedure details: In a vial, 2-bromophenylacetonitrile (2 g, 10.2 mmol), 2-methylphenylboronic acid (1.53 g, 11.2 mmol) and potassium carbonate (2.82 g, 20.4 mmol, Eq: 2) were combined with toluene (15.0 ml), ethanol (15 ml) and water (5 ml) to give a light brown suspension. The mixture was degassed with argon and then tetrakis(triphenylphosphine)palladium(0) (354 mg, 306 μmol) was added. The reaction mixture was heated at 90° C. for 12 h, cooled and poured into water and extracted with EtOAc. The organic phase w... Starting materials: [H-].[Al+3].[Li+].[H-].[H-].[H-] (lithium aluminum hydride), C(C1=CC=CC=C1)OC1=CC=C(C(=O)NC=2C=C3C=CC=NC3=CC2)C=C1 (4-benzyloxy-N-quinolin-6-yl-benzamide), [Cl-].[NH4+] (ammonium chloride), N1=C(C=CC=C1)OCC1=CC=C(CNC(=O)C2=NC=C(N=C2N)N)C=C1 (3.5-Diamino-pyrazine-2-carboxylic acid 4-(pyridin-2-yloxymethyl)-benzylamide). The solvent is O1CCCC1 (tetrahydrofuran), O1CCCC1 (tetrahydrofuran). The product is C(C1=CC=CC=C1)OC1=CC=C(CNC=2C=C3C=CC=NC3=CC2)C=C1 ((4-Benzyloxy-benzyl)-quinolin-6-yl-amine). Isolated yield 70.0%. Reaction SMILES: [H-].[Al+3].[Li+].[H-].[H-].[H-].[CH2:7]([O:14][C:15]1[CH:33]=[CH:32][C:18]([C:19]([NH:21][C:22]2[CH:23]=[C:24]3[C:29](=[CH:30][CH:31]=2)[N:28]=[CH:27][CH:26]=[CH:25]3)=O)=[CH:17][CH:16]=1)[C:8]1[CH:13]=[CH:12][CH:11]=[CH:10][CH:9]=1.N1C=CC=CC=1OCC1C=CC(CNC(C2C(N)=NC(N)=CN=2)=O)=CC=1.[Cl-].[NH4+]>O1CCCC1>[CH2:7]([O:14][C:15]1[CH:16]=[CH:17][C:18]([CH2:19][NH:21][C:22]2[CH:23]=[C:24]3[C:29](=[CH:30][CH:31]=2)[N:28]=[CH:27][CH:26]=[CH:25]3)=[CH:32][CH:33]=1)[C:8]1[CH:9]=[CH:10][CH:11]=[CH:12][CH:13]=1 |f:0.1.2.3.4.5,8.9|. Procedure: To a solution of lithium aluminum hydride (58 mg, 1.54 mmol) in tetrahydrofuran (10 mL) was added a solution of 4-benzyloxy-N-quinolin-6-yl-benzamide described in Preparation Example Z+-3 (218 mg, 0.615 mmol) in tetrahydrofuran (1 mL), and the solution was stirred under reflux for 7 hours. The reaction solution was allowed to room temperature, an aqueous solution of saturated ammonium chloride was added, the solution was extracted with ethyl acetate and dried over anhydrous magnesium sulfate. Th... The reactants are COC(CC=1C2=C(SC1)C=C(C(=C2)C)OCC2=C(C=CC=C2)OCC2=CC=C(C=C2)C(F)(F)F)=O ({5-Methyl-6-[2-(4-trifluoromethyl-benzyloxy)-benzyloxy]-benzo[b]thiophen-3-yl}-acetic acid methyl ester), FC(C1=CC=C(COC2=C(C=CC=C2)CO)C=C1)(F)F ([2-(4-Trifluoromethyl-benzyloxy)-phenyl]-methanol), compound 77. Solvent: C(C)(=O)OCC (ethyl acetate), C(C)O (ethanol). Product: CC1=CC2=C(SC=C2CC(=O)O)C=C1OCC1=C(C=CC=C1)OCC1=CC=C(C=C1)C(F)(F)F ({5-Methyl-6-[2-(4-trifluoromethyl-benzyloxy)-benzyloxy]-benzo[b]-thiophen-3-yl}-acetic acid). The yield is 86.0%. Reaction SMILES: C[O:2][C:3](=[O:35])[CH2:4][C:5]1[C:6]2[CH:13]=[C:12]([CH3:14])[C:11]([O:15][CH2:16][C:17]3[CH:22]=[CH:21][CH:20]=[CH:19][C:18]=3[O:23][CH2:24][C:25]3[CH:30]=[CH:29][C:28]([C:31]([F:34])([F:33])[F:32])=[CH:27][CH:26]=3)=[CH:10][C:7]=2[S:8][CH:9]=1.FC(F)(F)C1C=CC(COC2C=CC=CC=2CO)=CC=1>C(OCC)(=O)C.C(O)C>[CH3:14][C:12]1[C:11]([O:15][CH2:16][C:17]2[CH:22]=[CH:21][CH:20]=[CH:19][C:18]=2[O:23][CH2:24][C:25]2[CH:26]=[CH:27][C:28]([C:31]([F:34])([F:32])[F:33])=[CH:29][CH:30]=2)=[CH:10][C:7]2[S:8][CH:9]=[C:5]([CH2:4][C:3]([OH:35])=[O:2])[C:6]=2[CH:13]=1. Procedure: The title compound was prepared using compound 78D from the preceding step and compound 7A in a manner analogous to compound 77. Thus, chromatography on silica gel in ethyl acetate followed by trituration in ethanol afforded 0.16 g (86% yield) of the title compound as a white solid; mp 157-158° C. Calc for C26H21F3O4S: C, 64.19; H, 4.35; found: C, 63.43; H, 4.04. Reactants: NCCCCCO (5-amino-1-pentanol), ClC1=C(N=NC=C1)Cl (dichloropyridazine), C([O-])([O-])=O.[Na+].[Na+] (sodium carbonate). The solvent is O1CCOCC1 (1,4-dioxane). Yields the product ClC1=CC=C(N=N1)NCCCCCO (5-(6chloro-3-pyridazinyl)amino-1-pentanol), solid. The yield is 22.0%. RXN SMILES: [NH2:1][CH2:2][CH2:3][CH2:4][CH2:5][CH2:6][OH:7].Cl[C:9]1[CH:14]=[CH:13][N:12]=[N:11][C:10]=1[Cl:15].C(=O)([O-])[O-].[Na+].[Na+]>O1CCOCC1>[Cl:15][C:10]1[N:11]=[N:12][C:13]([NH:1][CH2:2][CH2:3][CH2:4][CH2:5][CH2:6][OH:7])=[CH:14][CH:9]=1 |f:2.3.4|. Procedure: A mixture of 5-amino-1-pentanol (433 mg, 4.2 mmol), dichloropyridazine (1.25 g, 8.39 mmol) and sodium carbonate (890 mg, 8.39 mmol) was stirred in 1,4-dioxane (40 ml) and heated at 70-80° for 3 days under an atmosphere of argon. The solvent was removed under reduced pressure and the residue was partitioned between dichloromethane (300 ml) and water (38 ml). The organic layer was separated, dried and concentrated to give an orange solid which was chromatographed on silica, using hexane/ethyl acet...